This data is from the Open Reaction Database (ORD), a public repository of structured organic reaction records. The task is: describe an organic reaction: reactants, conditions, products, and yield Starting materials: [N+](=O)([O-])[O-].[NH4+] (ammonium nitrate), [N+](=O)([O-])[O-].[Ca+2].[N+](=O)([O-])[O-] (calcium nitrate), lime. Solvent: O (water). Yields the product [N+](=O)([O-])[O-].[Ca+2].[N+](=O)([O-])[O-] (calcium nitrate), [OH-].[NH4+] (ammonium hydroxide). RXN SMILES: [N+:1]([O-:4])([O-:3])=[O:2].[Ca+2:5].[N+:6]([O-:9])([O-:8])=[O:7].[N+:10]([O-])([O-])=[O:11].[NH4+]>O>[N+:1]([O-:4])([O-:3])=[O:2].[Ca+2:5].[N+:6]([O-:9])([O-:8])=[O:7].[OH-:11].[NH4+:10] |f:0.1.2,3.4,6.7.8,9.10|. Procedure details: [i] the calcium nitrate [Ca(NO3)2 ] solution utilised in the processes is prepared by slaking lime [CaO] in water in the presence of ammonium nitrate [NH4NO3 ] to form calcium nitrate [Ca(NO3)2 ] and ammonium hydroxide [NH4OH] in solution, filtering the solution to render it solids free, and heating the filtrate to dissociate the ammonium hydroxide [NH4OH] and to drive ammonia gas [NH3 ] from the solution; The reactants are COc1ccc(-n2nc(C(=O)N3CCCCC3)cc2-c2cc(S(C)(=O)=O)ccn2)cn1, CN(C)C=O, N#C[K]. Product: COc1ccc(-n2nc(C(=O)N3CCCCC3)cc2-c2cc(C#N)ccn2)cn1. As a reaction SMILES: [CH3:1][S:2](=[O:3])(=[O:4])[c:5]1[cH:6][c:7](-[c:11]2[cH:12][c:13]([C:24](=[O:25])[N:26]3[CH2:27][CH2:28][CH2:29][CH2:30][CH2:31]3)[n:14][n:15]2-[c:16]2[cH:17][n:18][c:19]([O:22][CH3:23])[cH:20][cH:21]2)[n:8][cH:9][cH:10]1.[CH3:35][N:36]([CH3:37])[CH:38]=[O:39].[K:32][C:33]#[N:34]>>[c:5]1([C:33]#[N:34])[cH:6][c:7](-[c:11]2[cH:12][c:13]([C:24](=[O:25])[N:26]3[CH2:27][CH2:28][CH2:29][CH2:30][CH2:31]3)[n:14][n:15]2-[c:16]2[cH:17][n:18][c:19]([O:22][CH3:23])[cH:20][cH:21]2)[n:8][cH:9][cH:10]1. The reactants are BrCc1ccccc1, C1CCOC1, CC(C)(C)[O-], [K+], CN(C)C=O, O, c1ccc2[nH]nnc2c1. Yields the product c1ccc(Cn2nnc3ccccc32)cc1. Reaction SMILES: [Br:21][CH2:22][c:23]1[cH:24][cH:25][cH:26][cH:27][cH:28]1.[CH2:16]1[O:17][CH2:18][CH2:19][CH2:20]1.[CH3:10][C:11]([CH3:12])([O-:13])[CH3:14].[K+:15].[O:29]=[CH:30][N:31]([CH3:32])[CH3:33].[OH2:34].[nH:1]1[n:2][n:3][c:4]2[c:5]1[cH:6][cH:7][cH:8][cH:9]2>>[n:1]1([CH2:22][c:23]2[cH:24][cH:25][cH:26][cH:27][cH:28]2)[n:2][n:3][c:4]2[c:5]1[cH:6][cH:7][cH:8][cH:9]2. Starting materials: Cl[Pt-2](Cl)(Cl)Cl.[K+].[K+] (Potassium tetrachloroplatinite), NC1C(CCCC1)N (1,2-diaminocyclohexane). Solvent: O (water). Yields the product C1CCC(C(C1)N)N.[Cl-].[Cl-].[Pt+2] (Dichloro (1,2-diaminocyclohexane)platinum (II)). Yield: 90.0%. As a reaction SMILES: [Cl:1][Pt-2:2](Cl)(Cl)Cl.[K+].[K+].[NH2:8][CH:9]1[CH2:14][CH2:13][CH2:12][CH2:11][CH:10]1[NH2:15]>O>[CH2:13]1[CH2:14][CH:9]([NH2:8])[CH:10]([NH2:15])[CH2:11][CH2:12]1.[Cl-:1].[Cl-:1].[Pt+2:2] |f:0.1.2,5.6.7.8|. Procedure details: Dichloro (1,2-diaminocyclohexane)platinum (II) was synthesized as described by Gale et al, Research Communications in Chemical Pathology and Pharmacology, Volume 7, No. 3, Pages 529-538, March 1974. Thus, Potassium tetrachloroplatinite, K2Pt Cl4 (20 mM) in 75 ml water was mixed with 1,2-diaminocyclohexane (20 mM) for three hours at room temperature. The insoluble product was removed by filtration, washed with water and then with methanol, and oven-dried. The yield was approximately 90% of theory... The reactants are OC1=C(C=NC2=CC=C(C=C12)OC)C(=O)O (4-hydroxy-6-methoxyquinoline-3-carboxylic acid), CCCCC (pentane). The solvent is C1(=CC=CC=C1)OC1=CC=CC=C1 (diphenyl ether). Run at temperature 20 celsius, time 45 minute. The product is OC1=CC=NC2=CC=C(C=C12)OC (4-hydroxy-6-methoxyquinoline). Yield: 86.5%. RXN SMILES: [OH:1][C:2]1[C:11]2[C:6](=[CH:7][CH:8]=[C:9]([O:12][CH3:13])[CH:10]=2)[N:5]=[CH:4][C:3]=1C(O)=O.CCCCC>C1(OC2C=CC=CC=2)C=CC=CC=1>[OH:1][C:2]1[C:11]2[C:6](=[CH:7][CH:8]=[C:9]([O:12][CH3:13])[CH:10]=2)[N:5]=[CH:4][CH:3]=1. Procedure details: A suspension of 53.5 g of 4-hydroxy-6-methoxyquinoline-3-carboxylic acid in 1000 cm3 of diphenyl ether was heated with stirring, at a temperature of between 250° C. and 260° C., for 2 hours 45 minutes. The reaction mixture was cooled to about 20° C. After stirring for 16 hours at this temperature, the mixture was poured with stirring into 1 liter of pentane and then filtered. The cake obtained was washed with 3 times 100 cm3 of pentane and then with 3 times 100 cm3 of diisopropyl ether. After dr... Yields the product CCOC(=O)c1cnc(SCC(=O)c2ccc(C#N)cc2)[nH]1. Reactants: O=C([O-])[O-], N#Cc1ccc(C(=O)CBr)cc1, CCOC(=O)c1c[nH]c(S)n1, CC#N, [K+], [K+], O. RXN SMILES: [C:12](=[O:13])([O-:14])[O-:15].[C:18](#[N:19])[c:20]1[cH:21][cH:22][c:23]([C:24]([CH2:25][Br:26])=[O:27])[cH:28][cH:29]1.[CH2:1]([CH3:2])[O:3][C:4](=[O:5])[c:6]1[n:7][c:8]([SH:11])[nH:9][cH:10]1.[CH3:31][C:32]#[N:33].[K+:16].[K+:17].[OH2:30]>>[CH2:1]([CH3:2])[O:3][C:4](=[O:5])[c:6]1[nH:7][c:8]([S:11][CH2:25][C:24]([c:23]2[cH:22][cH:21][c:20]([C:18]#[N:19])[cH:29][cH:28]2)=[O:27])[n:9][cH:10]1. Starting materials: Cl (hydrochloric acid), Cl.NCCS (cysteamine hydrochloride), CN(C)CC1=CC=C(CO)O1 (5-(dimethylamino)methylfurfuryl alcohol), C(C)N (ethane amine), CN(C)CC1=CC=C(CO)O1 (5-(dimethylamino)methylfurfuryl alcohol), [Cl-].[Na+] (sodium chloride). Conditions: time 30 minute. The product is CN(C)CC1=CC=C(O1)CSCCN (2-[[[5-(dimethylamino)methyl-2-furanyl]methyl]thio]-ethane amine). RXN SMILES: Cl.Cl.[NH2:3][CH2:4][CH2:5][SH:6].[CH3:7][N:8]([CH2:10][C:11]1[O:17][C:14]([CH2:15]O)=[CH:13][CH:12]=1)[CH3:9].C(N)C.[Cl-].[Na+]>>[CH3:7][N:8]([CH2:10][C:11]1[O:17][C:14]([CH2:15][S:6][CH2:5][CH2:4][NH2:3])=[CH:13][CH:12]=1)[CH3:9] |f:1.2,5.6|. Reported procedure: In a mixture containing 38.5 g of an aqueous 36 wt% hydrochloric acid solution and 13.3 g of an aqueous 75 wt% cysteamine hydrochloride solution, 13.0 g of 5-(dimethylamino)methylfurfuryl alcohol was added dropwise and left reacting therein at 50° C. for 30 minutes. By gas chromatography, the yield of reaction of 2-[[[5-dimetylamino)methyl-2-furanyl]-methyl]thio]-ethane amine was found to be 89 mol% relative to 5-(dimethylamino)methylfurfuryl alcohol and the selectivity of the reaction to be 89 ... Reactants: NC=1C=C(C#N)C=C(C1)Br (3-amino-5-bromobenzonitrile), CS(=O)(=O)Cl (MsCl). Run in C(Cl)Cl (CH2Cl2), N1=CC=CC=C1 (pyridine). Reaction conditions: time 6.5 hour. Yields the product BrC=1C=C(C=C(C1)C#N)NS(=O)(=O)C (N-(3-bromo-5-cyanophenyl)methanesulfonamide). Isolated yield 88.0%. As a reaction SMILES: [NH2:1][C:2]1[CH:3]=[C:4]([CH:7]=[C:8]([Br:10])[CH:9]=1)[C:5]#[N:6].[CH3:11][S:12](Cl)(=[O:14])=[O:13]>C(Cl)Cl.N1C=CC=CC=1>[Br:10][C:8]1[CH:9]=[C:2]([NH:1][S:12]([CH3:11])(=[O:14])=[O:13])[CH:3]=[C:4]([C:5]#[N:6])[CH:7]=1. Procedure: To a stirring solution of 502 mg of 3-amino-5-bromobenzonitrile in 6 mL of CH2Cl2 and 2 mL of pyridine at 0° C. was added 0.2 mL (2.57 mmol) of MsCl at 0° C. The ice bath was removed and stirring was continued at r.t. for 6.5 h. The solution was concentrated and EtOAc and 20 mL of H2O were added. The organic layer was washed with 15 mL of brine and water, dried over Na2SO4, filtered, and concentrated. Purification by flash silica gel chromatography (35% EtOAc/hexanes) provided 617 mg of N-(3-bro... Starting materials: C=CCOCCn1c(C(=O)C2CCN(C(=O)OC(C)(C)C)CC2)nc2ccccc21, Cl, C1COCCO1. The product is C=CCOCCn1c(C(=O)C2CCNCC2)nc2ccccc21. As a reaction SMILES: [C:1]([O:2][C:3](=[O:4])[N:8]1[CH2:9][CH2:10][CH:11]([C:14](=[O:15])[c:16]2[n:17][c:18]3[c:19]([n:20]2[CH2:21][CH2:22][O:23][CH2:24][CH:25]=[CH2:26])[cH:27][cH:28][cH:29][cH:30]3)[CH2:12][CH2:13]1)([CH3:5])([CH3:6])[CH3:7].[ClH:31].[O:32]1[CH2:33][CH2:34][O:35][CH2:36][CH2:37]1>>[NH:8]1[CH2:9][CH2:10][CH:11]([C:14](=[O:15])[c:16]2[n:17][c:18]3[c:19]([n:20]2[CH2:21][CH2:22][O:23][CH2:24][CH:25]=[CH2:26])[cH:27][cH:28][cH:29][cH:30]3)[CH2:12][CH2:13]1. Procedure details: A stirred suspension of 8-chloro-6-(o-chlorophenyl)-1-[(dimethylamino)methyl]-4H-imidazo[1,2-a][1,4]benzodiazepine (3.95 g, 10 mmole) and potassium bicarbonate (17 g, 17 mmole) in 280 ml. of chloroform is treated with phenyl chloroformate (12.97 g, 87 mmole) and refluxed for 50 hours. The resulting mixture is cooled, washed with water (100 ml) and the solvent is removed in vacuo. The residue is dissolved in 170 ml. of methanol and the resulting solutionis treated with 100 ml. of 5.6 g of potassi... Starting materials: ClC(=O)OC1=CC=CC=C1 (phenyl chloroformate), ClC=1C=CC2=C(C(=NCC=3N2C(=CN3)CN(C)C)C3=C(C=CC=C3)Cl)C1 (8-chloro-6-(o-chlorophenyl)-1-[(dimethylamino)methyl]-4H-imidazo[1,2-a][1,4]benzodiazepine), C([O-])(O)=O.[K+] (potassium bicarbonate). Yields the product ClC=1C=CC2=C(C(=NCC=3N2C(=CN3)CNC)C3=C(C=CC=C3)Cl)C1 (8-chloro-6-(o-chlorophenyl)-1-[(methylamino)methyl]-4H-imidazo[1,2-a][1,4]benzodiazepine). As a reaction SMILES: [Cl:1][C:2]1[CH:3]=[CH:4][C:5]2[N:11]3[C:12]([CH2:15][N:16](C)[CH3:17])=[CH:13][N:14]=[C:10]3[CH2:9][N:8]=[C:7]([C:19]3[CH:24]=[CH:23][CH:22]=[CH:21][C:20]=3[Cl:25])[C:6]=2[CH:26]=1.C(=O)(O)[O-].[K+].ClC(OC1C=CC=CC=1)=O>C(Cl)(Cl)Cl>[Cl:1][C:2]1[CH:3]=[CH:4][C:5]2[N:11]3[C:12]([CH2:15][NH:16][CH3:17])=[CH:13][N:14]=[C:10]3[CH2:9][N:8]=[C:7]([C:19]3[CH:24]=[CH:23][CH:22]=[CH:21][C:20]=3[Cl:25])[C:6]=2[CH:26]=1 |f:1.2|. The solvent is C(Cl)(Cl)Cl (chloroform). Conditions: time 24 hour.